From a dataset of the Open Reaction Database (ORD), a public repository of structured organic reaction records. describe an organic reaction: reactants, conditions, products, and yield Reactants: Br (hydrobromic acid), COC1=CC=C(COCC2=NN=C3N2C2=C(C(=NC3)C3=C(C=CC=C3)Cl)C=C(C=C2)Cl)C=C1 (1-[ (p-methoxybenzyloxy)-methyl]-6-(o-chlorophenyl)-8-chloro-4H-s-triazolo[4,3-a][1,4]benzodiazepine), [OH-].[Na+] (sodium hydroxide). Solvent: C(C)(=O)O (acetic acid). Reaction conditions: time 55 minute. The product is ClC1=C(C=CC=C1)C1=NCC=2N(C3=C1C=C(C=C3)Cl)C(=NN2)CO (6-(o-chlorophenyl)-8-chloro-4 h-s-triazolo[4,3-a] [1,4]benzodiazepine-1-methanol). Reaction SMILES: Br.COC1C=CC(C[O:9][CH2:10][C:11]2[N:15]3[C:16]4[CH:31]=[CH:30][C:29]([Cl:32])=[CH:28][C:17]=4[C:18]([C:21]4[CH:26]=[CH:25][CH:24]=[CH:23][C:22]=4[Cl:27])=[N:19][CH2:20][C:14]3=[N:13][N:12]=2)=CC=1.[OH-].[Na+]>C(O)(=O)C>[Cl:27][C:22]1[CH:23]=[CH:24][CH:25]=[CH:26][C:21]=1[C:18]1[C:17]2[CH:28]=[C:29]([Cl:32])[CH:30]=[CH:31][C:16]=2[N:15]2[C:11]([CH2:10][OH:9])=[N:12][N:13]=[C:14]2[CH2:20][N:19]=1 |f:2.3|. Procedure: An amount of 72 ml of 48% aqueous hydrobromic acid is added to 20° to a solution of 9.7 g of 1-[ (p-methoxybenzyloxy)-methyl]-6-(o-chlorophenyl)-8-chloro-4H-s-triazolo[4,3-a][1,4]benzodiazepine in 90 ml of glacial acetic acid. The reaction mixture is stirred for 55 minutes; it is then neutralised with 30% sodium hydroxide solution and extracted with methylene chloride. The organic phase is separated, washed with water, dried over sodium sulphate and concentrated by evaporation. Crystallisation o... Reactants: CCC1OCC(O1)COC2=CC=C(C=C2)OC3=CC=CC=C3 (diofenolan), CC(C)CCCC(C)C/C=C/C(=C/C(=O)OCC#C)/C (kinoprene), CCOC(=O)/C=C(\C)/C=C/CC(C)CCCC(C)C (hydroprene), CCSC(=O)/C=C(\C)/C=C/CC(C)CCCC(C)(C)OC (triprene), CC(COC=1C=CC(=CC1)OC=2C=CC=CC2)OC=3C=CC=CN3 (pyriproxifen), CCC1=CC=C(C=C1)OCCC(CC)CCC2C(O2)(C)CC (epofenonane), CCOC(=O)NCCOC1=CC=C(C=C1)OC2=CC=CC=C2 (fenoxycarb), C[C@@H](CCCC(C)(C)OC)C/C=C/C(=C/C(=O)OC(C)C)/C (methoprene). Product: C[C@H](CC(=O)CC(C)C)C1=CC=C(C=C1)C(=O)OC (Juvenile-hormone). As a reaction SMILES: CCC1OC(COC2C=CC(O[C:17]3[CH:22]=[CH:21][CH:20]=[CH:19][CH:18]=3)=CC=2)CO1.CCC1C=CC(OCC[CH:34]([CH2:37][CH2:38][CH:39]2[O:41][C:40]2([CH2:43][CH3:44])C)CC)=CC=1.C[CH2:46][O:47][C:48](NCCOC1C=CC(OC2C=CC=CC=2)=CC=1)=[O:49].[CH3:67]COC(/C=C(/C=C/CC(CCCC(C)C)C)\C)=O.CC(CCCC(C/C=C/C(/C)=C/C(OCC#C)=O)C)C.C[C@H](C/C=C/C(/C)=C/C(OC(C)C)=O)CCCC(OC)(C)C.CC(OC1C=CC=CN=1)COC1C=CC(OC2C=CC=CC=2)=CC=1.CCSC(/C=C(/C=C/CC(CCCC(OC)(C)C)C)\C)=O>>[CH3:44][C@@H:43]([C:17]1[CH:18]=[CH:19][C:20]([C:48]([O:47][CH3:46])=[O:49])=[CH:21][CH:22]=1)[CH2:40][C:39]([CH2:38][CH:37]([CH3:34])[CH3:67])=[O:41]. Reported procedure: (for example diofenolan, epofenonane, fenoxycarb, hydroprene, kinoprene, methoprene, pyriproxifen, triprene)